The task is: describe an organic reaction: reactants, conditions, products, and yield. This data is from the Open Reaction Database (ORD), a public repository of structured organic reaction records. The reactants are NC1=NOC=C1 (3-aminoisoxazole), Cl (HCl), FC=1C=C(C=CC1)C1CC(CC1)N1C(C=CC2=CC(=CC=C12)S(=O)(=O)OC1=C(C(=C(C(=C1F)F)F)F)F)=O (perfluorophenyl 1-(3-(3-fluorophenyl)cyclopentyl)-2-oxo-1,2-dihydroquinoline-6-sulfonate), C[Si](C)(C)[N-][Si](C)(C)C.[Li+] (lithium bis(trimethylsilyl)amide), resultant solution. Run in O1CCCC1 (Tetrahydrofuran), hexanes, C(Cl)Cl (CH2Cl2), CCOC(=O)C (EtOAc), CCOC(=O)C (EtOAc), O1CCCC1 (tetrahydrofuran). Conditions: time 15 minute. Product: O1N=C(C=C1)NS(=O)(=O)C=1C=C2C=CC(NC2=CC1)=O (N-3-isoxazolyl-2-oxo-1,2-dihydro-6-quinolinesulfonamide), FC=1C=C(C=CC1)[C@@H]1C[C@@H](CC1)N1C(C=CC2=CC(=CC=C12)S(=O)(=O)NC1=NOC=C1)=O (1-((1R,3S)-3-(3-fluorophenyl)cyclopentyl)-N-3-isoxazolyl-2-oxo-1,2-dihydro-6-quinolinesulfonamide), FC=1C=C(C=CC1)[C@H]1C[C@H](CC1)N1C(C=CC2=CC(=CC=C12)S(=O)(=O)NC1=NOC=C1)=O (1-((1S,3R)-3-(3-fluorophenyl)cyclopentyl)-N-3-isoxazolyl-2-oxo-1,2-dihydro-6-quinolinesulfonamide), FC=1C=C(C=CC1)[C@@H]1C[C@H](CC1)N1C(C=CC2=CC(=CC=C12)S(=O)(=O)NC1=NOC=C1)=O (1-((1S,3S)-3-(3-fluorophenyl)cyclopentyl)-N-3-isoxazolyl-2-oxo-1,2-dihydro-6-quinolinesulfonamide). The yield is 221.1%. Reaction SMILES: [F:1][C:2]1[CH:3]=[C:4]([CH:8]2[CH2:12][CH2:11][CH:10]([N:13]3[C:22]4[C:17](=[CH:18][C:19]([S:23]([O:26]C5C(F)=C(F)C(F)=C(F)C=5F)(=[O:25])=[O:24])=[CH:20][CH:21]=4)[CH:16]=[CH:15][C:14]3=[O:38])[CH2:9]2)[CH:5]=[CH:6][CH:7]=1.[NH2:39][C:40]1[CH:44]=[CH:43][O:42][N:41]=1.C[Si]([N-][Si](C)(C)C)(C)C.[Li+].Cl>C(Cl)Cl.CCOC(C)=O.O1CCCC1>[O:42]1[CH:43]=[CH:44][C:40]([NH:39][S:23]([C:19]2[CH:18]=[C:17]3[C:22](=[CH:21][CH:20]=2)[NH:13][C:14](=[O:38])[CH:15]=[CH:16]3)(=[O:25])=[O:26])=[N:41]1.[F:1][C:2]1[CH:3]=[C:4]([C@H:8]2[CH2:12][CH2:11][C@@H:10]([N:13]3[C:22]4[C:17](=[CH:18][C:19]([S:23]([NH:39][C:40]5[CH:44]=[CH:43][O:42][N:41]=5)(=[O:25])=[O:24])=[CH:20][CH:21]=4)[CH:16]=[CH:15][C:14]3=[O:38])[CH2:9]2)[CH:5]=[CH:6][CH:7]=1.[F:1][C:2]1[CH:3]=[C:4]([C@@H:8]2[CH2:12][CH2:11][C@H:10]([N:13]3[C:22]4[C:17](=[CH:18][C:19]([S:23]([NH:39][C:40]5[CH:44]=[CH:43][O:42][N:41]=5)(=[O:25])=[O:24])=[CH:20][CH:21]=4)[CH:16]=[CH:15][C:14]3=[O:38])[CH2:9]2)[CH:5]=[CH:6][CH:7]=1.[F:1][C:2]1[CH:3]=[C:4]([C@H:8]2[CH2:12][CH2:11][C@H:10]([N:13]3[C:22]4[C:17](=[CH:18][C:19]([S:23]([NH:39][C:40]5[CH:44]=[CH:43][O:42][N:41]=5)(=[O:25])=[O:24])=[CH:20][CH:21]=4)[CH:16]=[CH:15][C:14]3=[O:38])[CH2:9]2)[CH:5]=[CH:6][CH:7]=1 |f:2.3|. Reported procedure: A 10-mL RBF was charged with perfluorophenyl 1-(3-(3-fluorophenyl)cyclopentyl)-2-oxo-1,2-dihydroquinoline-6-sulfonate (110 mg, 0.199 mmol) then purged with nitrogen for 10 min. Tetrahydrofuran (732 μL) and 3-aminoisoxazole (19.09 μl, 0.258 mmol) were sequentially introduced and the resultant solution cooled to 0° C. A solution of lithium bis(trimethylsilyl)amide in tetrahydrofuran (1.0 M, 457 μL, 0.457 mmol) was added dropwise via syringe to the stirred reaction mixture over 3 min. After 15 min,...